This data is from the Open Reaction Database (ORD), a public repository of structured organic reaction records. The task is: describe an organic reaction: reactants, conditions, products, and yield Reactants: C(C1=CC=CC=C1)OCC(OCCl)COCC1=CC=CC=C1 (1,3-di-O-benzyl-2-O-chloromethylglycerol), II, C(C)(=O)[O-].[Na+] (sodium acetate). Solvent: CN(C=O)C (dimethlyformamide). Reaction conditions: temperature 21 celsius, time 15 hour. Yields the product C(C)(=O)OCOC(COCC1=CC=CC=C1)COCC1=CC=CC=C1 (2-O-acetoxymethyl-1,3-di-O-benzylglycerol). As a reaction SMILES: [CH2:1]([O:8][CH2:9][CH:10]([CH2:14][O:15][CH2:16][C:17]1[CH:22]=[CH:21][CH:20]=[CH:19][CH:18]=1)[O:11][CH2:12]Cl)[C:2]1[CH:7]=[CH:6][CH:5]=[CH:4][CH:3]=1.[C:23]([O-:26])(=[O:25])[CH3:24].[Na+]>CN(C)C=O>[C:23]([O:26][CH2:12][O:11][CH:10]([CH2:14][O:15][CH2:16][C:17]1[CH:22]=[CH:21][CH:20]=[CH:19][CH:18]=1)[CH2:9][O:8][CH2:1][C:2]1[CH:7]=[CH:6][CH:5]=[CH:4][CH:3]=1)(=[O:25])[CH3:24] |f:1.2|. Reported procedure: To a solution of 1,3-di-O-benzyl-2-O-chloromethylglycerol from Preparation II (17.5 g, 55 mmol) in 400 ml of dimethlyformamide at 0° C. under a drying tube was added sodium acetate (6 g). The solution was then warmed to 21° C. and magnetically stirred for 15 hours. The solvent was removed by evaporation at reduced pressure and the oily residue dissolved in 1 pound of diethylether. The ether solution was washed once with 750 ml of water, two times with 250 ml of water, and once with 250 ml of bri...